From a dataset of the Open Reaction Database (ORD), a public repository of structured organic reaction records. describe an organic reaction: reactants, conditions, products, and yield As a reaction SMILES: [CH2:36]1[O:37][CH2:38][CH2:39][CH2:40]1.[CH3:1][O:2][C:3](=[O:4])[c:5]1[cH:6][c:7]2[c:8]([n:9][c:10]([C:12]([CH2:13][CH3:14])([CH2:15][CH3:16])[c:17]3[cH:18][c:19]([CH3:31])[c:20]([O:23][CH2:24][c:25]4[cH:26][cH:27][cH:28][cH:29][cH:30]4)[cH:21][cH:22]3)[o:11]2)[cH:32][cH:33]1.[CH3:34][OH:35]>>[CH3:1][O:2][C:3](=[O:4])[c:5]1[cH:6][c:7]2[c:8]([n:9][c:10]([C:12]([CH2:13][CH3:14])([CH2:15][CH3:16])[c:17]3[cH:18][c:19]([CH3:31])[c:20]([OH:23])[cH:21][cH:22]3)[o:11]2)[cH:32][cH:33]1. Product: CCC(CC)(c1ccc(O)c(C)c1)c1nc2ccc(C(=O)OC)cc2o1. Reactants: C1CCOC1, CCC(CC)(c1ccc(OCc2ccccc2)c(C)c1)c1nc2ccc(C(=O)OC)cc2o1, CO. The reactants are CCOC(=O)CCCBr, CN(C)C=O, Oc1cccc(CN2CCCCC2)c1. The product is CCOC(=O)CCCOc1cccc(CN2CCCCC2)c1. Reaction SMILES: [Br:15][CH2:16][CH2:17][CH2:18][C:19](=[O:20])[O:21][CH2:22][CH3:23].[CH3:24][N:25]([CH3:26])[CH:27]=[O:28].[N:1]1([CH2:7][c:8]2[cH:9][c:10]([OH:14])[cH:11][cH:12][cH:13]2)[CH2:2][CH2:3][CH2:4][CH2:5][CH2:6]1>>[N:1]1([CH2:7][c:8]2[cH:9][c:10]([O:14][CH2:16][CH2:17][CH2:18][C:19](=[O:20])[O:21][CH2:22][CH3:23])[cH:11][cH:12][cH:13]2)[CH2:2][CH2:3][CH2:4][CH2:5][CH2:6]1. Starting materials: CCCC[Sn](Cl)(CCCC)CCCC, C1CCOC1, Fc1ccc2occc2c1, [Li]CCCC, O. Product: CCCC[Sn](CCCC)(CCCC)c1cc2cc(F)ccc2o1. Reaction SMILES: [CH2:16]([CH2:17][CH2:18][CH3:19])[Sn:20]([CH2:21][CH2:22][CH2:23][CH3:24])([CH2:25][CH2:26][CH2:27][CH3:28])[Cl:29].[CH2:31]1[O:32][CH2:33][CH2:34][CH2:35]1.[F:6][c:7]1[cH:8][cH:9][c:10]2[c:11]([cH:12][cH:13][o:14]2)[cH:15]1.[Li:1][CH2:2][CH2:3][CH2:4][CH3:5].[OH2:30]>>[F:6][c:7]1[cH:8][cH:9][c:10]2[c:11]([cH:12][c:13]([Sn:20]([CH2:16][CH2:17][CH2:18][CH3:19])([CH2:21][CH2:22][CH2:23][CH3:24])[CH2:25][CH2:26][CH2:27][CH3:28])[o:14]2)[cH:15]1. Starting materials: Cl.Cl.N(=NC(C)(C)C(N)=N)C(C)(C)C(N)=N (2,2'-azobis(2-amidinopropane) dihydrochloride), CC(=O)C (acetone). Run at temperature 60 celsius, time 48 hour. Yields the product Cl.C(C)C=CCN (N-ethylallylamine hydrochloride), Cl.C(C=C)N (allylamine hydrochloride). As a reaction SMILES: [ClH:1].Cl.N([C:11]([C:14](=[NH:16])N)([CH3:13])C)=N[C:5]([C:8](=N)[NH2:9])(C)[CH3:6].[CH3:17][C:18](C)=O>>[ClH:1].[CH2:17]([CH:13]=[CH:11][CH2:14][NH2:16])[CH3:18].[ClH:1].[CH2:8]([NH2:9])[CH:5]=[CH2:6] |f:0.1.2,4.5,6.7|. Reported procedure: A 64.2% aqueous solution of N-ethylallylamine hydrochloride (hereinafter, abbreviated as EAA.HCl) was propared by adding 52.1 g of 35% hydrochloric acid to 42.58 g (0.5 mole) of N-ethylallylamine while cooling the reaction mixture. On the other hand, 28.54 g (0.5 mole) of allylamine was neutralized with 52.1 g of 35% hydrochloric acid while cooling the reaction mixture, and then the mixture was concentrated by means of rotary evaporator to obtain a 69.8% aqueous solution of allylamine hydrochlor...